Dataset: the Open Reaction Database (ORD), a public repository of structured organic reaction records. Task: describe an organic reaction: reactants, conditions, products, and yield Procedure: The starting material was prepared by reaction of equimolar amounts of 2-bromothiazole and benzyl bromide at ambient temperature for 4 hours to give 2-bromo-3-benzylthiazolium bromide. Yields the product [Br-].BrC=1SC=C[N+]1CC1=CC=CC=C1 (2-bromo-3-benzylthiazolium bromide). As a reaction SMILES: [Br:1][C:2]1[S:3][CH:4]=[CH:5][N:6]=1.[CH2:7](Br)[C:8]1[CH:13]=[CH:12][CH:11]=[CH:10][CH:9]=1>>[Br-:1].[Br:1][C:2]1[S:3][CH:4]=[CH:5][N+:6]=1[CH2:7][C:8]1[CH:13]=[CH:12][CH:11]=[CH:10][CH:9]=1 |f:2.3|. Reactants: BrC=1SC=CN1 (2-bromothiazole), C(C1=CC=CC=C1)Br (benzyl bromide). Reactants: O=C([O-])[O-], CC(C)(C)OC(=O)OC(C)(C)C, NCCCCl, Cl, [Na+], [Na+], C1COCCO1, O. Yields the product CC(C)(C)OC(=O)NCCCCl. As a reaction SMILES: [C:19](=[O:20])([O-:21])[O-:22].[C:7]([CH3:8])([CH3:9])([CH3:10])[O:11][C:12]([O:13][C:15]([CH3:16])([CH3:17])[CH3:18])=[O:14].[Cl:2][CH2:3][CH2:4][CH2:5][NH2:6].[ClH:1].[Na+:23].[Na+:24].[O:26]1[CH2:27][CH2:28][O:29][CH2:30][CH2:31]1.[OH2:25]>>[Cl:2][CH2:3][CH2:4][CH2:5][NH:6][C:12]([O:11][C:7]([CH3:8])([CH3:9])[CH3:10])=[O:13]. Starting materials: [Li]CCCC, C1CCOC1, CC1=CCCc2ccccc21, [H][H], [SiH3]c1ccccc1. Yields the product CC1CCCc2ccccc21. Reaction SMILES: [CH2:1]([Li:2])[CH2:3][CH2:4][CH3:5].[CH2:26]1[O:27][CH2:28][CH2:29][CH2:30]1.[CH3:13][C:14]1=[CH:15][CH2:16][CH2:17][c:18]2[cH:19][cH:20][cH:21][cH:22][c:23]21.[H:24][H:25].[c:6]1([SiH3:7])[cH:8][cH:9][cH:10][cH:11][cH:12]1>>[CH3:13][CH:14]1[CH2:15][CH2:16][CH2:17][c:18]2[cH:19][cH:20][cH:21][cH:22][c:23]21. Starting materials: ClC1=C(C(=O)OC)C=CC(=C1C=O)S(=O)(=O)C (methyl 2-chloro-3-formyl-4-methylsulfonylbenzoate), S(=O)(=O)(C1=CC=C(C)C=C1)C([N+]#[C-])[N+]#[C-] (tosylmethylene isocyanide), C([O-])([O-])=O.[K+].[K+] (potassium carbonate), CO (methanol). The solvent is C(C)(=O)OCC (ethyl acetate). The product is ClC1=C(C(=O)OC)C=CC(=C1C1=CN=CO1)S(=O)(=O)C (Methyl 2-chloro-3-(oxazol-5-yl)-4-methylsulfonylbenzoate). As a reaction SMILES: [Cl:1][C:2]1[C:11]([CH:12]=[O:13])=[C:10]([S:14]([CH3:17])(=[O:16])=[O:15])[CH:9]=[CH:8][C:3]=1[C:4]([O:6][CH3:7])=[O:5].S([CH:28]([N+]#[C-])[N+:29]#[C-:30])(C1C=CC(C)=CC=1)(=O)=O.C(=O)([O-])[O-].[K+].[K+].CO>C(OCC)(=O)C>[Cl:1][C:2]1[C:11]([C:12]2[O:13][CH:30]=[N:29][CH:28]=2)=[C:10]([S:14]([CH3:17])(=[O:16])=[O:15])[CH:9]=[CH:8][C:3]=1[C:4]([O:6][CH3:7])=[O:5] |f:2.3.4|. Procedure details: 25 g (0.09 mol) of methyl 2-chloro-3-formyl-4-methylsulfonylbenzoate (Ex. A.1.), 17.6 g (0.09 mol) of tosylmethylene isocyanide and 6.2 g (0.045 mol) of finely pulverulent potassium carbonate are stirred together with 450 ml of methanol at reflux temperature for 5 hours. The solvent was subsequently stripped off, the residue was taken up in ethyl acetate, and the mixture was extracted with water. The ethyl acetate phase was dried using sodium sulfate and concentrated. Starting materials: [Li]CCCC (nBuLi), solution, CC1(NC(CCC1)(C)C)C (2,2,6,6-tetramethyl-piperidine), C(=O)=O (dry ice), ClC=1C(=NC=C(C(=O)O)C1)Cl (5,6-dichloro-nicotinic acid), C(C1=CC=CC=C1)=O (benzaldehyde). Solvent: hexanes, C1CCOC1 (THF), C1CCOC1 (THF). Run at temperature -50 celsius, time 0.5 hour. Yields the product ClC1=C(C2=C(C=N1)C(OC2C2=CC=CC=C2)=O)Cl (6,7-Dichloro-1-phenyl-1H-furo[3,4-c]pyridin-3-one). Yield: 88.8%. RXN SMILES: C[C:2]1([CH3:10])[CH2:7][CH2:6][CH2:5][C:4]([CH3:9])(C)N1.C(=O)=O.[Li]CCCC.[Cl:19][C:20]1[C:21]([Cl:29])=[N:22][CH:23]=[C:24]([CH:28]=1)[C:25]([OH:27])=[O:26].C(=O)C1C=CC=CC=1>C1COCC1>[Cl:29][C:21]1[N:22]=[CH:23][C:24]2[C:25](=[O:27])[O:26][CH:9]([C:4]3[CH:5]=[CH:6][CH:7]=[CH:2][CH:10]=3)[C:28]=2[C:20]=1[Cl:19]. Reported procedure: A solution of 2,2,6,6-tetramethyl-piperidine (7.5 ml, 44 mmol) in a 250 ml round bottomed flask equipped with a magnetic stirrer, is put under argon atmosphere and 30 ml of dry THF is added. The reaction mixture is cooled to −50° C. by adding a controlled amount of dry ice to an acetone bath. The cooled reaction mixture is treated dropwise with nBuLi solution (16.3 mL of a 2.5 M solution in hexanes, 40 mmol) and the reaction is let stir at that −50° C. for 0.5 h. A solution of 5,6-dichloro-nicot... Reactants: solid, BrC=1C=CC2=C(N(C=N2)C2=CC=C(C=C2)F)C1 (6-bromo-1-(4-fluoro-phenyl)-1H-benzo[d]imidazole), BrC=1C=CC2=C(N(C=N2)C2=CC=C(C=C2)F)C1 (6-bromo-1-(4-fluoro-phenyl)-1H-benzo[d]imidazole), C1(=CC=CC=C1)N1N=CC=C1B(O)O (1-phenyl-1H-pyrazol-5-ylboronic acid). Product: FC1=CC=C(C=C1)N1C=NC2=C1C=C(C=C2)C=2N(N=CC2)C2=CC=CC=C2 (1-(4-Fluoro-phenyl)-6-(2-phenyl-2H-pyrazol-3-yl)-1H-benzoimidazole). As a reaction SMILES: Br[C:2]1[CH:3]=[CH:4][C:5]2[N:9]=[CH:8][N:7]([C:10]3[CH:15]=[CH:14][C:13]([F:16])=[CH:12][CH:11]=3)[C:6]=2[CH:17]=1.[C:18]1([N:24]2[C:28](B(O)O)=[CH:27][CH:26]=[N:25]2)[CH:23]=[CH:22][CH:21]=[CH:20][CH:19]=1>>[F:16][C:13]1[CH:14]=[CH:15][C:10]([N:7]2[C:6]3[CH:17]=[C:2]([C:28]4[N:24]([C:18]5[CH:19]=[CH:20][CH:21]=[CH:22][CH:23]=5)[N:25]=[CH:26][CH:27]=4)[CH:3]=[CH:4][C:5]=3[N:9]=[CH:8]2)=[CH:11][CH:12]=1. Procedure: The title compound, light brown solid (26 mg, 21%), MS (ISP) m/z=355.2 [(M+H)+], mp 194° C., was prepared in accordance with the general method of example 1 from 6-bromo-1-(4-fluoro-phenyl)-1H-benzo[d]imidazole (intermediate G) (100 mg, 344 μmol) and commercially available 1-phenyl-1H-pyrazol-5-ylboronic acid [CAS No. 1238702-56-1] (83.9 mg, 447 μmol). The reactants are NC1=C(C=C(C=C1)N1C(C=C(C=C1)OCC1=CC=CC=C1)=O)F (1-(4-amino-3-fluoro-phenyl)-4-benzyloxy-1H-pyridin-2-one). The reagents and catalysts are [Pd] (Pd/C). Run in CO (MeOH). Conditions: time 3 hour. Yields the product NC1=C(C=C(C=C1)N1C(C=C(C=C1)O)=O)F (1-(4-Amino-3-fluoro-phenyl)-4-hydroxy-1H-pyridin-2-one). Yield: 96.7%. RXN SMILES: [NH2:1][C:2]1[CH:7]=[CH:6][C:5]([N:8]2[CH:13]=[CH:12][C:11]([O:14]CC3C=CC=CC=3)=[CH:10][C:9]2=[O:22])=[CH:4][C:3]=1[F:23]>CO.[Pd]>[NH2:1][C:2]1[CH:7]=[CH:6][C:5]([N:8]2[CH:13]=[CH:12][C:11]([OH:14])=[CH:10][C:9]2=[O:22])=[CH:4][C:3]=1[F:23]. Procedure details: A solution of 580 mg (1.87 mmol) 1-(4-amino-3-fluoro-phenyl)-4-benzyloxy-1H-pyridin-2-one (example 144, step 1) in 20 ml of MeOH was treated with 140 mg of Pd/C (10%) and hydrogenated at atmospheric pressure under vigorous stirring for 3 hrs. Filtration and evaporation of the solvent gave 398 mg (97%) of 1-(4-Amino-3-fluoro-phenyl)-4-hydroxy-1H-pyridin-2-one. Light brown solid. MS: 221 (M+H)+. Starting materials: CCCCO, CCN(C(C)C)C(C)C, Clc1cc(Cl)ncn1, Nc1cccc(Oc2ccccc2)c1. Product: Clc1cc(Nc2cccc(Oc3ccccc3)c2)ncn1. Reaction SMILES: [CH2:32]([OH:33])[CH2:34][CH2:35][CH3:36].[CH:23]([N:24]([CH2:25][CH3:26])[CH:27]([CH3:28])[CH3:29])([CH3:30])[CH3:31].[Cl:1][c:2]1[n:3][cH:4][n:5][c:6]([Cl:8])[cH:7]1.[O:9]([c:10]1[cH:11][cH:12][cH:13][cH:14][cH:15]1)[c:16]1[cH:17][c:18]([NH2:19])[cH:20][cH:21][cH:22]1>>[c:2]1([NH:19][c:18]2[cH:17][c:16]([O:9][c:10]3[cH:11][cH:12][cH:13][cH:14][cH:15]3)[cH:22][cH:21][cH:20]2)[n:3][cH:4][n:5][c:6]([Cl:8])[cH:7]1. The reactants are C(C)(=O)OC1=CC=C(CC(C)NC(C)=O)C=C1 (rac. N-(4-acetoxy-alpha-methylphenethyl)acetamide), O (water), C(CCC)O (n-butanol), [OH-].[Na+] (sodium hydroxide), [OH-].[Na+] (NaOH). The solvent is C(C)(=O)OCC (ethyl acetate). Run at temperature 25 celsius. Yields the product OC1=CC=C(CC(C)NC(C)=O)C=C1 (N-(4-Hydroxy-alpha-methylphenethyl)acetamide). RXN SMILES: C([O:4][C:5]1[CH:17]=[CH:16][C:8]([CH2:9][CH:10]([NH:12][C:13](=[O:15])[CH3:14])[CH3:11])=[CH:7][CH:6]=1)(=O)C.[OH-].[Na+].O.C(O)CCC>C(OCC)(=O)C>[OH:4][C:5]1[CH:17]=[CH:16][C:8]([CH2:9][CH:10]([NH:12][C:13](=[O:15])[CH3:14])[CH3:11])=[CH:7][CH:6]=1 |f:1.2|. Procedure details: A 0.2 mole preparation of rac. N-(4-acetoxy-alpha-methylphenethyl)acetamide was prepared as described above except that a more concentrated sodium hydroxide solution was used: i.e., 16 g. of NaOH in 50 ml. of water. Overnight, the oil partially crystallized. The mixture was warmed to 60°-70° C. and 110 ml. of 10% NaOH solution added in portions until a permanent pH of 9 was obtained. The mixture was cooled to 25° C., 125 ml. of n-butanol was added; the two phase mixture transferred to a separato...